From a dataset of the Open Reaction Database (ORD), a public repository of structured organic reaction records. describe an organic reaction: reactants, conditions, products, and yield The reactants are COC1=CC(=C(OCCCN2CCOCC2)C=C1)C=NCCC1=CC=CC=C1 (4-[3-[4-methoxy-2-[[(2-phenylethyl)imino]methyl]phenoxy]propyl]-morpholine), CO (methanol), [BH4-].[Na+] (sodium borohydride). Solvent: O (water). Reaction conditions: temperature 35 celsius, time 3 hour. Yields the product COC1=CC(=C(OCCCN2CCOCC2)C=C1)CNCCC1=CC=CC=C1 (4-[3-[4-Methoxy-2-[[(2-phenylethyl)-amino]methyl]phenoxy]propyl]morpholine). The yield is 79.4%. Reaction SMILES: [CH3:1][O:2][C:3]1[CH:18]=[CH:17][C:6]([O:7][CH2:8][CH2:9][CH2:10][N:11]2[CH2:16][CH2:15][O:14][CH2:13][CH2:12]2)=[C:5]([CH:19]=[N:20][CH2:21][CH2:22][C:23]2[CH:28]=[CH:27][CH:26]=[CH:25][CH:24]=2)[CH:4]=1.CO.[BH4-].[Na+]>O>[CH3:1][O:2][C:3]1[CH:18]=[CH:17][C:6]([O:7][CH2:8][CH2:9][CH2:10][N:11]2[CH2:16][CH2:15][O:14][CH2:13][CH2:12]2)=[C:5]([CH2:19][NH:20][CH2:21][CH2:22][C:23]2[CH:24]=[CH:25][CH:26]=[CH:27][CH:28]=2)[CH:4]=1 |f:2.3|. Reported procedure: A stirred solution of 4-[3-[4-methoxy-2-[[(2-phenylethyl)imino]methyl]phenoxy]propyl]-morpholine (41.7 g) in 190 ml. of methanol is reduced with 12.4 g of sodium borohydride (added portionwise). A cold water bath is used to maintain the temperature of the reaction mixture at 35° C. After 3 hours, the solvent is treated with water and the product is extracted two times with ether. The ether fractions are combined, treated with water, dried and concentrated to give 33.3 g of the title compound, bo... Starting materials: C1(CCCCC1)N(C(=O)NC=1SC(=CN1)C=O)C1CCCCC1 (1,1-dicyclohexyl-3-(5-formyl-thiazol-2-yl)-urea), Cl.N1CC(CC1)NS(=O)(=O)CC (ethanesulfonic acid pyrrolidin-3-yl amide hydrochloride), C(C)(=O)O[BH-](OC(C)=O)OC(C)=O.[Na+] (sodium triacetoxyborohydride). Product: C1(CCCCC1)N(C(NC=1SC(=CN1)CN1CC(CC1)NS(=O)(=O)CC)=O)C1CCCCC1 (Ethanesulfonic acid {1-[2-(3,3-dicyclohexyl-ureido)-thiazol-5-ylmethyl]-pyrrolidin-3-yl}-amide). The yield is 46.9%. Reaction SMILES: [CH:1]1([N:7]([CH:18]2[CH2:23][CH2:22][CH2:21][CH2:20][CH2:19]2)[C:8]([NH:10][C:11]2[S:12][C:13]([CH:16]=O)=[CH:14][N:15]=2)=[O:9])[CH2:6][CH2:5][CH2:4][CH2:3][CH2:2]1.Cl.[NH:25]1[CH2:29][CH2:28][CH:27]([NH:30][S:31]([CH2:34][CH3:35])(=[O:33])=[O:32])[CH2:26]1.C(O[BH-](OC(=O)C)OC(=O)C)(=O)C.[Na+]>>[CH:1]1([N:7]([CH:18]2[CH2:23][CH2:22][CH2:21][CH2:20][CH2:19]2)[C:8](=[O:9])[NH:10][C:11]2[S:12][C:13]([CH2:16][N:25]3[CH2:29][CH2:28][CH:27]([NH:30][S:31]([CH2:34][CH3:35])(=[O:33])=[O:32])[CH2:26]3)=[CH:14][N:15]=2)[CH2:6][CH2:5][CH2:4][CH2:3][CH2:2]1 |f:1.2,3.4|. Procedure details: Prepared as described in general procedure (P) using 1,1-dicyclohexyl-3-(5-formyl-thiazol-2-yl)-urea (50 mg, 0.15 mmol), ethanesulfonic acid pyrrolidin-3-yl amide hydrochloride (41 mg, 0.19 mmol) and sodium triacetoxyborohydride (40 mg, 0.19 mmol) to afford 35 mg (47%) of the desired product after purification. Starting materials: O=[O+][O-] (ozone), N#N (N2), CC(CC=C)(C)C1=NN=C(S1)NC(C(CCC)NC(CC1=CC(=CC(=C1)F)F)=O)=O (2-[2-(3,5-difluoro-phenyl)-acetylamino]-pentanoic acid [5-(1,1-dimethyl-but-3-enyl)-[1,3,4]thiadiazol-2-yl]-amide), O=[O+][O-] (ozone). The solvent is C(Cl)Cl (methylene chloride). Conditions: temperature -78 celsius, time 10 minute. Yields the product CC(CC=O)(C)C1=NN=C(S1)NC(C(CCC)NC(CC1=CC(=CC(=C1)F)F)=O)=O (2-[2-(3,5-Difluoro-phenyl)-acetylamino]-pentanoic acid [5-(1,1-dimethyl-3-oxo-propyl)-[1,3,4]thiadiazol-2-yl]-amide). RXN SMILES: [O:1]=[O+][O-].[CH3:4][C:5]([C:10]1[S:14][C:13]([NH:15][C:16](=[O:33])[CH:17]([NH:21][C:22](=[O:32])[CH2:23][C:24]2[CH:29]=[C:28]([F:30])[CH:27]=[C:26]([F:31])[CH:25]=2)[CH2:18][CH2:19][CH3:20])=[N:12][N:11]=1)([CH3:9])[CH2:6][CH:7]=C.N#N>C(Cl)Cl>[CH3:4][C:5]([C:10]1[S:14][C:13]([NH:15][C:16](=[O:33])[CH:17]([NH:21][C:22](=[O:32])[CH2:23][C:24]2[CH:29]=[C:28]([F:30])[CH:27]=[C:26]([F:31])[CH:25]=2)[CH2:18][CH2:19][CH3:20])=[N:12][N:11]=1)([CH3:9])[CH2:6][CH:7]=[O:1]. Reported procedure: A stream of ozone was generated and passed through a solution of 2-[2-(3,5-difluoro-phenyl)-acetylamino]-pentanoic acid [5-(1,1-dimethyl-but-3-enyl)-[1,3,4]thiadiazol-2-yl]-amide (631 mg, 1.445 mmol) in 40 ml of methylene chloride until the mixture turned to blue solution or until the disappearance of starting material at −78° C. The mixture was stirred at −78° C. for 10 min, then the excess ozone was replaced with N2 at −78° C. The mixture was quenched with excess of dimethylsulfide and stirred... The reactants are OC=1C=CC2=C(SC(=C2OC2=CC=C(C=C2)/C=C/C(=O)OC(C)(C)C)C2=C(C=CC=C2)C(C)C)C1 ((E)-tert-butyl 3-(4-((6-hydroxy-2-(2-isopropylphenyl)benzo[b]thiophen-3-yl)oxy)phenyl)acrylate), ClCN1S(C2=C(C1=O)C=CC=C2)(=O)=O (2-(chloromethyl)benzo[d]isothiazol-3(2H)-one 1,1-dioxide), C([O-])([O-])=O.[K+].[K+] (potassium carbonate), [I-].[K+] (potassium iodide). Solvent: CC(=O)C (acetone). Run at time 48 hour. Yields the product O=S1(N(C(C2=C1C=CC=C2)=O)COC=2C=CC1=C(SC(=C1OC1=CC=C(C=C1)/C=C/C(=O)OC(C)(C)C)C1=C(C=CC=C1)C(C)C)C2)=O ((E)-tert-butyl 3-(4-((6-((1,1-dioxido-3-oxobenzo[d]isothiazol-2(3H)-yl)methoxy)-2-(2-isopropylphenyl)benzo[b]thiophen-3-yl)oxy)phenyl)acrylate). Yield: 70.7%. As a reaction SMILES: [OH:1][C:2]1[CH:3]=[CH:4][C:5]2[C:9]([O:10][C:11]3[CH:16]=[CH:15][C:14](/[CH:17]=[CH:18]/[C:19]([O:21][C:22]([CH3:25])([CH3:24])[CH3:23])=[O:20])=[CH:13][CH:12]=3)=[C:8]([C:26]3[CH:31]=[CH:30][CH:29]=[CH:28][C:27]=3[CH:32]([CH3:34])[CH3:33])[S:7][C:6]=2[CH:35]=1.Cl[CH2:37][N:38]1[C:42](=[O:43])[C:41]2[CH:44]=[CH:45][CH:46]=[CH:47][C:40]=2[S:39]1(=[O:49])=[O:48].C(=O)([O-])[O-].[K+].[K+].[I-].[K+]>CC(C)=O>[O:48]=[S:39]1(=[O:49])[C:40]2[CH:47]=[CH:46][CH:45]=[CH:44][C:41]=2[C:42](=[O:43])[N:38]1[CH2:37][O:1][C:2]1[CH:3]=[CH:4][C:5]2[C:9]([O:10][C:11]3[CH:12]=[CH:13][C:14](/[CH:17]=[CH:18]/[C:19]([O:21][C:22]([CH3:25])([CH3:24])[CH3:23])=[O:20])=[CH:15][CH:16]=3)=[C:8]([C:26]3[CH:31]=[CH:30][CH:29]=[CH:28][C:27]=3[CH:32]([CH3:33])[CH3:34])[S:7][C:6]=2[CH:35]=1 |f:2.3.4,5.6|. Procedure details: To a solution of (E)-tert-butyl 3-(4-((6-hydroxy-2-(2-isopropylphenyl)benzo[b]thiophen-3-yl)oxy)phenyl)acrylate (68 mg, 0.140 mmol) in acetone (2 mL) was added 2-(chloromethyl)benzo[d]isothiazol-3(2H)-one 1,1-dioxide (32.4 mg, 0.140 mmol), potassium carbonate (19.31 mg, 0.140 mmol) and potassium iodide (23.2 mg, 0.140 mmol). The resulting mixture was stirred at room temperature for 48 hours. The solvent was removed in vacuo. The resulting solid was retaken in ethyl acetate. The organic layer was... Reactants: C(CCC)C=1N=C(SC1CCl)C1=CC=C(C=C1)C(F)(F)F (4-butyl-5-chloromethyl-2-(4-trifluoromethyl-phenyl)-thiazole), C([O-])([O-])=O.[Cs+].[Cs+] (cesium carbonate), OC1=CC=C(C=C1)CC(=O)OC (methyl 4-hydroxyphenylacetate), O (water). The solvent is CN(C)C=O (DMF). Run at time 8 hour. The product is COC(CC1=CC=C(C=C1)OCC1=C(N=C(S1)C1=CC=C(C=C1)C(F)(F)F)CCCC)=O ({4-[4-Butyl-2-(4-trifluoromethyl-phenyl)-thiazol-5-ylmethoxy]-phenyl}-acetic acid methyl ester). Isolated yield 75.4%. As a reaction SMILES: [CH2:1]([C:5]1[N:6]=[C:7]([C:12]2[CH:17]=[CH:16][C:15]([C:18]([F:21])([F:20])[F:19])=[CH:14][CH:13]=2)[S:8][C:9]=1[CH2:10]Cl)[CH2:2][CH2:3][CH3:4].C(=O)([O-])[O-].[Cs+].[Cs+].[OH:28][C:29]1[CH:34]=[CH:33][C:32]([CH2:35][C:36]([O:38][CH3:39])=[O:37])=[CH:31][CH:30]=1.O>CN(C=O)C>[CH3:39][O:38][C:36](=[O:37])[CH2:35][C:32]1[CH:33]=[CH:34][C:29]([O:28][CH2:10][C:9]2[S:8][C:7]([C:12]3[CH:17]=[CH:16][C:15]([C:18]([F:21])([F:20])[F:19])=[CH:14][CH:13]=3)=[N:6][C:5]=2[CH2:1][CH2:2][CH2:3][CH3:4])=[CH:30][CH:31]=1 |f:1.2.3|. Procedure details: To a solution of 4-butyl-5-chloromethyl-2-(4-trifluoromethyl-phenyl)-thiazole (278 mg, 0.83 mmol) in anhydrous DMF (5 mL) add cesium carbonate (297 mg, 1.66 mmol) and methyl 4-hydroxyphenylacetate (200 mg, 1.20 mmol). Stir the resulting mixture overnight then pour into water and extract twice with ethyl acetate. Wash the combined extracts with water, dry over MgSO4, filter and concentrate under vacuum to give the title compound (290 mg) as a yellowish solid. The reactants are COCCN (2-methoxyethylamine), C(C)(C)N(C(C)C)CC (N,N-diisopropylethylamine), BrCCNC(OC(C)(C)C)=O (tert-butyl (2-bromoethyl)carbamate). The solvent is C(C)#N (acetonitrile). Reaction conditions: temperature 80 celsius, time 8 hour. Product: COCCNCCNC(OC(C)(C)C)=O (tert-Butyl {2-[(2-methoxyethyl)amino]ethyl}carbamate). As a reaction SMILES: Br[CH2:2][CH2:3][NH:4][C:5](=[O:11])[O:6][C:7]([CH3:10])([CH3:9])[CH3:8].[CH3:12][O:13][CH2:14][CH2:15][NH2:16].C(N(CC)C(C)C)(C)C>C(#N)C>[CH3:12][O:13][CH2:14][CH2:15][NH:16][CH2:2][CH2:3][NH:4][C:5](=[O:11])[O:6][C:7]([CH3:10])([CH3:9])[CH3:8]. Reported procedure: 1.57 g of tert-butyl (2-bromoethyl)carbamate (7.0 mmol, 0.7 equivalents) were initially charged in 98.5 ml of acetonitrile, 0.87 ml of 2-methoxyethylamine (750 mg, 10.0 mmol, 1 equivalent) and 3.5 ml of N,N-diisopropylethylamine (2.58 g, 20 mmol, 2 equivalents) were added and the mixture was stirred at 80° C. overnight. The mixture was concentrated and the residue was purified on a silica gel column (mobile phase: dichloromethane/methanol gradient: from 50:1 to 30:1 to 10:1, then dichloromethane... The reactants are CCCI, CCN(CCO)c1ccccc1, [H-], [Na+], CN(C)C=O, O. Yields the product CCCOCCN(CC)c1ccccc1. As a reaction SMILES: [CH2:15]([CH2:16][CH3:17])[I:18].[CH2:1]([CH3:2])[N:3]([c:4]1[cH:5][cH:6][cH:7][cH:8][cH:9]1)[CH2:10][CH2:11][OH:12].[H-:13].[Na+:14].[O:20]=[CH:21][N:22]([CH3:23])[CH3:24].[OH2:19]>>[CH2:1]([CH3:2])[N:3]([c:4]1[cH:5][cH:6][cH:7][cH:8][cH:9]1)[CH2:10][CH2:11][O:12][CH2:15][CH2:16][CH3:17].